Dataset: the Open Reaction Database (ORD), a public repository of structured organic reaction records. Task: describe an organic reaction: reactants, conditions, products, and yield The reactants are N(=O)[O-].[Na+] (NaNO2), [OH-].[Na+] (NaOH), CuBr, Br.NC=1SC=C(N1)C(=O)OCC (ethyl 2-aminothiazole-4-carboxylate hydrobromide). Solvent: O (H2O), CCO (EtOH), Br (HBr), Br (HBr). Conditions: temperature 0 celsius. Yields the product BrC=1SC=C(N1)C(=O)O (2-Bromothiazole-4-carboxylic acid). As a reaction SMILES: [BrH:1].N[C:3]1[S:4][CH:5]=[C:6]([C:8]([O:10]CC)=[O:9])[N:7]=1.N([O-])=O.[Na+].[OH-].[Na+]>Br.O.CCO>[Br:1][C:3]1[S:4][CH:5]=[C:6]([C:8]([OH:10])=[O:9])[N:7]=1 |f:0.1,2.3,4.5|. Procedure: To a well stirred suspension of ethyl 2-aminothiazole-4-carboxylate hydrobromide (29.99 g, 0.17 mol) in 16% HBr(aq) (400 mL) at 0° C., a solution of NaNO2 (12.49 g, 0.18 mol) in H2O (22 mL) was added dropwise. The mixture was maintained at 0° C. for an additional 35 min then CuBr (28.23 g, 0.20 mol) and an additional volume of 16% HBr(aq) (150 mL) were added. The ice bath was removed and the suspension heated to 70° C. for 1 hr. The mixture was filtered hot. The filtrate was saturated with NaCl ... Starting materials: C1CCOC1, CO, CCC(C)(C)Cc1cn(S(=O)(=O)N(C)C)c(CCC(=O)OC)n1, [Li+], [OH-], O, O. The product is CCC(C)(C)Cc1cn(S(=O)(=O)N(C)C)c(CCC(=O)O)n1. As a reaction SMILES: [CH2:30]1[O:31][CH2:32][CH2:33][CH2:34]1.[CH3:28][OH:29].[CH3:4][N:5]([S:6](=[O:7])(=[O:8])[n:9]1[c:10]([CH2:20][CH2:21][C:22](=[O:23])[O:24][CH3:25])[n:11][c:12]([CH2:14][C:15]([CH2:16][CH3:17])([CH3:18])[CH3:19])[cH:13]1)[CH3:26].[Li+:3].[OH-:2].[OH2:1].[OH2:27]>>[CH3:4][N:5]([S:6](=[O:7])(=[O:8])[n:9]1[c:10]([CH2:20][CH2:21][C:22](=[O:23])[OH:24])[n:11][c:12]([CH2:14][C:15]([CH2:16][CH3:17])([CH3:18])[CH3:19])[cH:13]1)[CH3:26]. RXN SMILES: [Cl:1][C:2]1[CH:3]=[CH:4][C:5]([O:11][CH3:12])=[C:6]([N:8]=[C:9]=[O:10])[CH:7]=1.[NH2:13][C:14]1[CH:15]=[C:16]([CH:25]=[CH:26][CH:27]=1)[C:17]([C:19]1[CH:24]=[CH:23][CH:22]=[CH:21][CH:20]=1)=[O:18]>C1(C)C=CC=CC=1>[C:17]([C:16]1[CH:15]=[C:14]([NH:13][C:9]([NH:8][C:6]2[CH:7]=[C:2]([Cl:1])[CH:3]=[CH:4][C:5]=2[O:11][CH3:12])=[O:10])[CH:27]=[CH:26][CH:25]=1)(=[O:18])[C:19]1[CH:20]=[CH:21][CH:22]=[CH:23][CH:24]=1. Product: C(C1=CC=CC=C1)(=O)C=1C=C(C=CC1)NC(=O)NC1=C(C=CC(=C1)Cl)OC (N-(3-benzoylphenyl)-N'-(2-methoxy-5-chlorophenyl) urea). Run in C1(=CC=CC=C1)C (toluene). Starting materials: ClC=1C=CC(=C(C1)N=C=O)OC (5-chloro-2-methoxyphenyl isocyanate), NC=1C=C(C(=O)C2=CC=CC=C2)C=CC1 (3-aminobenzophenone). The yield is 92.4%. Reported procedure: A mixture of 5-chloro-2-methoxyphenyl isocyanate (1.00 g, 5.4 mmol) and 3-aminobenzophenone (1.29 g, 6.5 mmol) was stirred in toluene (20 ml) for two days. The reaction was filtered and the filter cake washed with toluene. 1.9 g of the title compound was isolated. Reactants: BrC1=NC=CC(=N1)Br (2,4-Dibromopyrimidine), CN(S(=O)(=O)N)C (N,N-dimethylsulfamide), C([O-])([O-])=O.[Cs+].[Cs+] (cesium carbonate), CC1(C2=C(C(=CC=C2)P(C3=CC=CC=C3)C4=CC=CC=C4)OC5=C(C=CC=C51)P(C6=CC=CC=C6)C7=CC=CC=C7)C (Xantphos). The reagents and catalysts are C=1C=CC(=CC1)/C=C/C(=O)/C=C/C2=CC=CC=C2.C=1C=CC(=CC1)/C=C/C(=O)/C=C/C2=CC=CC=C2.C=1C=CC(=CC1)/C=C/C(=O)/C=C/C2=CC=CC=C2.[Pd].[Pd] (Pd2(dba)3). The solvent is O1CCOCC1 (Dioxane). Conditions: temperature 100 celsius. Yields the product BrC1=NC(=NC=C1)NS(=O)(=O)N(C)C (N′-(4-bromopyrimidin-2-yl)-N,N-dimethylsulfamide). As a reaction SMILES: Br[C:2]1[N:7]=[C:6]([Br:8])[CH:5]=[CH:4][N:3]=1.[CH3:9][N:10]([CH3:15])[S:11]([NH2:14])(=[O:13])=[O:12].C(=O)([O-])[O-].[Cs+].[Cs+].CC1(C)C2C(=C(P(C3C=CC=CC=3)C3C=CC=CC=3)C=CC=2)OC2C(P(C3C=CC=CC=3)C3C=CC=CC=3)=CC=CC1=2>C1C=CC(/C=C/C(/C=C/C2C=CC=CC=2)=O)=CC=1.C1C=CC(/C=C/C(/C=C/C2C=CC=CC=2)=O)=CC=1.C1C=CC(/C=C/C(/C=C/C2C=CC=CC=2)=O)=CC=1.[Pd].[Pd].O1CCOCC1>[Br:8][C:6]1[CH:5]=[CH:4][N:3]=[C:2]([NH:14][S:11]([N:10]([CH3:15])[CH3:9])(=[O:13])=[O:12])[N:7]=1 |f:2.3.4,6.7.8.9.10|. Procedure: 2,4-Dibromopyrimidine (0.50 g, 2.11 mmol), N,N-dimethylsulfamide (0.26 mg, 2.11 mmol), cesium carbonate (2.75 g, 8.44 mmol), Pd2(dba)3 (0.10 mg, 0.11 mmol), and Xantphos (0.18 mg, 0.32 mmol) were placed in a flask. Dioxane (24 mL) was added and argon was bubbled through the solution for several minutes. The reaction was then heated at 100° C. overnight. The reaction was cooled to ambient temperature, diluted with ethyl acetate, washed with saturated sodium bicarbonate, dried over magnesium sulfa... Reactants: C(C)(C)(C)OC(=O)N1CCNCC1 (Piperazine-1-carboxylic acid tert-butyl ester), CC1(OCC(O1)CCOS(=O)(=O)C1=CC=C(C=C1)C)C (toluene-4-sulfonic acid 2-(2,2-dimethyl-[1,3]dioxolan-4-yl)-ethyl ester), C([O-])([O-])=O.[K+].[K+] (potassium carbonate). Run in C(C)#N (acetonitrile). Yields the product C(C)(C)(C)OC(=O)N1CCN(CC1)CCC(CO)O (4-(3,4-dihydroxy-butyl)-piperazine-1-carboxylic acid tert-butyl ester). Isolated yield 30.2%. Reaction SMILES: [C:1]([O:5][C:6]([N:8]1[CH2:13][CH2:12][NH:11][CH2:10][CH2:9]1)=[O:7])([CH3:4])([CH3:3])[CH3:2].CC1(C)[O:19][CH:18]([CH2:20][CH2:21]OS(C2C=CC(C)=CC=2)(=O)=O)[CH2:17][O:16]1.C(=O)([O-])[O-].[K+].[K+]>C(#N)C>[C:1]([O:5][C:6]([N:8]1[CH2:13][CH2:12][N:11]([CH2:21][CH2:20][CH:18]([OH:19])[CH2:17][OH:16])[CH2:10][CH2:9]1)=[O:7])([CH3:4])([CH3:2])[CH3:3] |f:2.3.4|. Procedure details: Piperazine-1-carboxylic acid tert-butyl ester (1.17 g, 6.28 mmol, Lancaster) and toluene-4-sulfonic acid 2-(2,2-dimethyl-[1,3]dioxolan-4-yl)-ethyl ester (1.98 g, 6.6 mmol, prepared from (2,2-dimethyl-[1,3]dioxolan-4-yl)-ethanol and tosyl chloride) and potassium carbonate (1 g, Fisher) were stirred in acetonitrile (22 mL) overnight at room temperature. After aqueous workup, the residue was purified by flash column chromatography to give 4-(3,4-dihydroxy-butyl)-piperazine-1-carboxylic acid tert-bu... Conditions: time 30 minute. Procedure details: A solution of Example 38B (250 mg, 0.200 mmol) in glacial acetic acid (4 mL) at ambient temperature was treated slowly with acetic acid (6 mL) containing 30% hydrogen peroxide (4 mL), and the reaction was stirred for 30 minutes. The precipitate which formed was filtered off, washed with water, and crystallized from ethanol. The salt was dissolved in ethyl acetate and neutralized with saturated aqueous sodium carbonate solution. The organic solution was washed with brine (5 mL), dried (Na2SO4), a... Solvent: C(C)(=O)O (acetic acid), C(C)(=O)O (acetic acid). RXN SMILES: [CH3:1][C:2]1[CH:25]=[CH:24][C:5]([C:6]([NH:8][CH:9]([NH:14][C:15]([NH:17][C:18]2[CH:19]=[N:20][CH:21]=[CH:22][CH:23]=2)=S)[C:10]([Cl:13])([Cl:12])[Cl:11])=[O:7])=[CH:4][CH:3]=1.[OH:26]O>C(O)(=O)C>[CH3:1][C:2]1[CH:25]=[CH:24][C:5]([C:6]([NH:8][CH:9]([NH:14][C:15]([NH:17][C:18]2[CH:19]=[N:20][CH:21]=[CH:22][CH:23]=2)=[O:26])[C:10]([Cl:13])([Cl:12])[Cl:11])=[O:7])=[CH:4][CH:3]=1. Yields the product CC1=CC=C(C(=O)NC(C(Cl)(Cl)Cl)NC(=O)NC=2C=NC=CC2)C=C1 (4-methyl-N-(2,2,2-trichloro-1-{[(3-pyridinylamino)carbonyl]amino}ethyl)benzamide). The reactants are CC1=CC=C(C(=O)NC(C(Cl)(Cl)Cl)NC(=S)NC=2C=NC=CC2)C=C1 (4-methyl-N-(2,2,2-trichloro-1-(((3-pyridinylamino)carbothioyl)amino)ethyl)benzamide), OO (hydrogen peroxide).